Dataset: the Open Reaction Database (ORD), a public repository of structured organic reaction records. Task: describe an organic reaction: reactants, conditions, products, and yield The reactants are ClCC(=O)N1CCC(CC1)N1N=C(C(C1=O)(C)C)C1=CC(=C(C=C1)OCC)OCC (2-[1-(chloroacetyl)piperidin-4-yl]-5-(3,4-diethoxyphenyl)-4,4-dimethyl-2,4-dihydro-3H-pyrazol-3-one), ClCC(=O)N1CCC(CC1)N1N=C(C(C1=O)(C)C)C1=CC(=C(C=C1)OCC)OCC (2-[1-(chloroacetyl)piperidin-4-yl]-5-(3,4-diethoxyphenyl)-4,4-dimethyl-2,4-dihydro-3H-pyrazol-3-one), C1(CCC(N1)=O)=O (succinimide). Product: C(C)OC=1C=C(C=CC1OCC)C1=NN(C(C1(C)C)=O)C1CCN(CC1)C(CN1C(CCC1=O)=O)=O (1-(2-{-4-[3-(3,4-diethoxyphenyl)-4,4-dimethyl-5-oxo-4,5-dihydro-1H-pyrazol-1-yl]piperidin-1-yl}-2-oxoethyl)pyrrolidine-2,5-dione). RXN SMILES: Cl[CH2:2][C:3]([N:5]1[CH2:10][CH2:9][CH:8]([N:11]2[C:15](=[O:16])[C:14]([CH3:18])([CH3:17])[C:13]([C:19]3[CH:24]=[CH:23][C:22]([O:25][CH2:26][CH3:27])=[C:21]([O:28][CH2:29][CH3:30])[CH:20]=3)=[N:12]2)[CH2:7][CH2:6]1)=[O:4].[C:31]1(=[O:37])[NH:35][C:34](=[O:36])[CH2:33][CH2:32]1>>[CH2:29]([O:28][C:21]1[CH:20]=[C:19]([C:13]2[C:14]([CH3:18])([CH3:17])[C:15](=[O:16])[N:11]([CH:8]3[CH2:9][CH2:10][N:5]([C:3](=[O:4])[CH2:2][N:35]4[C:31](=[O:37])[CH2:32][CH2:33][C:34]4=[O:36])[CH2:6][CH2:7]3)[N:12]=2)[CH:24]=[CH:23][C:22]=1[O:25][CH2:26][CH3:27])[CH3:30]. Procedure: Prepared analogously as described for example 1 using 2-[1-(chloroacetyl)piperidin-4-yl]-5-(3,4-diethoxyphenyl)-4,4-dimethyl-2,4-dihydro-3H-pyrazol-3-one (compound A2) and succinimide as starting compounds.